describe an organic reaction: reactants, conditions, products, and yield From a dataset of the Open Reaction Database (ORD), a public repository of structured organic reaction records. The reactants are CCOC(=C1C(=O)N(C(C)=O)c2ccc(N(C(C)=O)S(=O)(=O)c3ccccc3)cc21)c1ccccc1, CCCC[O-], CS(C)=O, CI, [K], O. Yields the product CCOC(=C1C(=O)N(C(C)=O)c2ccc(N(C)S(=O)(=O)c3ccccc3)cc21)c1ccccc1. As a reaction SMILES: [C:1]([CH3:2])(=[O:3])[N:4]1[C:5](=[O:36])[C:6](=[C:26]([c:27]2[cH:28][cH:29][cH:30][cH:31][cH:32]2)[O:33][CH2:34][CH3:35])[c:7]2[cH:8][c:9]([N:13]([S:14](=[O:15])(=[O:16])[c:17]3[cH:18][cH:19][cH:20][cH:21][cH:22]3)[C:23](=[O:24])[CH3:25])[cH:10][cH:11][c:12]21.[CH3:38][CH2:39][CH2:40][CH2:41][O-:42].[CH3:45][S:46]([CH3:47])=[O:48].[I:43][CH3:44].[K:37].[OH2:49]>>[C:1]([CH3:2])(=[O:3])[N:4]1[C:5](=[O:36])[C:6](=[C:26]([c:27]2[cH:28][cH:29][cH:30][cH:31][cH:32]2)[O:33][CH2:34][CH3:35])[c:7]2[cH:8][c:9]([N:13]([S:14](=[O:15])(=[O:16])[c:17]3[cH:18][cH:19][cH:20][cH:21][cH:22]3)[CH3:23])[cH:10][cH:11][c:12]21.